From a dataset of the Open Reaction Database (ORD), a public repository of structured organic reaction records. describe an organic reaction: reactants, conditions, products, and yield Starting materials: CCCCP(CCCC)CCCC, ClCCl, COc1cc2c(Nc3ccc(Cl)cc3F)ncnc2cc1O, O=C(N=NC(=O)N1CCCCC1)N1CCCCC1, OCCN1CCSCC1. Product: COc1cc2c(Nc3ccc(Cl)cc3F)ncnc2cc1OCCN1CCSCC1. As a reaction SMILES: [CH2:50]([P:51]([CH2:52][CH2:53][CH2:54][CH3:55])[CH2:56][CH2:57][CH2:58][CH3:59])[CH2:60][CH2:61][CH3:62].[CH2:63]([Cl:64])[Cl:65].[Cl:28][c:29]1[cH:30][c:31]([F:49])[c:32]([NH:33][c:34]2[n:35][cH:36][n:37][c:38]3[cH:39][c:40]([OH:46])[c:41]([O:44][CH3:45])[cH:42][c:43]23)[cH:47][cH:48]1.[N:10]([C:11]([N:12]1[CH2:13][CH2:14][CH2:15][CH2:16][CH2:17]1)=[O:18])=[N:19][C:20]([N:21]1[CH2:22][CH2:23][CH2:24][CH2:25][CH2:26]1)=[O:27].[OH:1][CH2:2][CH2:3][N:4]1[CH2:5][CH2:6][S:7][CH2:8][CH2:9]1>>[O:1]([CH2:2][CH2:3][N:4]1[CH2:5][CH2:6][S:7][CH2:8][CH2:9]1)[c:40]1[cH:39][c:38]2[n:37][cH:36][n:35][c:34]([NH:33][c:32]3[c:31]([F:49])[cH:30][c:29]([Cl:28])[cH:48][cH:47]3)[c:43]2[cH:42][c:41]1[O:44][CH3:45].